From a dataset of the Open Reaction Database (ORD), a public repository of structured organic reaction records. describe an organic reaction: reactants, conditions, products, and yield The reactants are C(C1=CC=CC=C1)OC(NCCC1=NN(C(=C1CC1OCCO1)C1=CC=C(C=C1)F)C(C)C)=O ({2-[4-[1,3]dioxolan-2-ylmethyl-5-(4-fluoro-phenyl)-1-isopropyl-1H-pyrazol-3-yl]-ethyl}-carbamic acid benzyl ester), Cl (HCl), N#N (N2). The reagents and catalysts are [Pd] (Pd/C). Solvent: C(C)(C)(CC)O (t-amyl alcohol). Reaction conditions: temperature 0 celsius, time 18 hour. Yields the product FC1=CC=C(C=C1)C=1N(N=C2CCNCCC12)C(C)C (3-(4-Fluoro-phenyl)-2-isopropyl-2,4,5,6,7,8-hexahydro-1,2,6-triaza-azulene). As a reaction SMILES: C(OC(=O)[NH:10][CH2:11][CH2:12][C:13]1[C:17]([CH2:18][CH:19]2OCCO2)=[C:16]([C:24]2[CH:29]=[CH:28][C:27]([F:30])=[CH:26][CH:25]=2)[N:15]([CH:31]([CH3:33])[CH3:32])[N:14]=1)C1C=CC=CC=1.Cl.N#N>[Pd].C(O)(CC)(C)C>[F:30][C:27]1[CH:28]=[CH:29][C:24]([C:16]2[N:15]([CH:31]([CH3:33])[CH3:32])[N:14]=[C:13]3[C:17]=2[CH2:18][CH2:19][NH:10][CH2:11][CH2:12]3)=[CH:25][CH:26]=1. Procedure: To a 2.2 L Parr hydrogenation flask was added {2-[4-[1,3]dioxolan-2-ylmethyl-5-(4-fluoro-phenyl)-1-isopropyl-1H-pyrazol-3-yl]-ethyl}-carbamic acid benzyl ester (90.0 g, 0.193 mol), t-amyl alcohol (910 mL), and 3 N HCl (190 mL, 0.570 mol). The flask was charged with N2(g) and 10% Pd/C (22.2 g) was added. The reaction mixture was hydrogenated at 40 psi and at 45° C. for 18 h. The mixture was filtered through acid-treated, low metal filter paper. The filtrate was concentrated to oil, diluted with w... Reported procedure: Prepare by the method of Example 1.6 using 1-(3,4,5-trimethoxybenzoyl)-3-(2-methanesulfonyloxyethyl)-3-phenylpyrrolidine (prepared from (−)-3-phenyl-3-(2-hydroxyethyl)pyrrolidine(R,R)-di-p-anisoyltartaric acid salt) and 4-(1-(5-hydroxymethylfur-2-ylmethyl)-1H-benzimidazol-2-yl)[1,4]diazepane to give, after chromatography on silica gel eluting with methanol, the title compound: Rf=0.41 (silica gel, methanol). Yields the product COC=1C=C(C(=O)N2CC(CC2)(C2=CC=CC=C2)CCN2CCN(CCC2)C2=NC3=C(N2CC=2OC(=CC2)CO)C=CC=C3)C=C(C1OC)OC (1-(3,4,5-Trimethoxybenzoyl)-3-(2-(4-(1-(5-hydroxymethylfur-2-ylmethyl)-1H-benzimidazol-2-yl)[1,4]diazepan-1-yl)ethyl)-3-phenylpyrrolidine). Solvent: CO (methanol). Starting materials: COC=1C=C(C(=O)N2CC(CC2)(C2=CC=CC=C2)CCOS(=O)(=O)C)C=C(C1OC)OC (1-(3,4,5-trimethoxybenzoyl)-3-(2-methanesulfonyloxyethyl)-3-phenylpyrrolidine), OCC1=CC=C(O1)CN1C(=NC2=C1C=CC=C2)N2CCNCCC2 (4-(1-(5-hydroxymethylfur-2-ylmethyl)-1H-benzimidazol-2-yl)[1,4]diazepane). RXN SMILES: [CH3:1][O:2][C:3]1[CH:4]=[C:5]([CH:26]=[C:27]([O:31][CH3:32])[C:28]=1[O:29][CH3:30])[C:6]([N:8]1[CH2:12][CH2:11][C:10]([CH2:19][CH2:20]OS(C)(=O)=O)([C:13]2[CH:18]=[CH:17][CH:16]=[CH:15][CH:14]=2)[CH2:9]1)=[O:7].[OH:33][CH2:34][C:35]1[O:39][C:38]([CH2:40][N:41]2[C:45]3[CH:46]=[CH:47][CH:48]=[CH:49][C:44]=3[N:43]=[C:42]2[N:50]2[CH2:56][CH2:55][CH2:54][NH:53][CH2:52][CH2:51]2)=[CH:37][CH:36]=1>CO>[CH3:32][O:31][C:27]1[CH:26]=[C:5]([CH:4]=[C:3]([O:2][CH3:1])[C:28]=1[O:29][CH3:30])[C:6]([N:8]1[CH2:12][CH2:11][C:10]([CH2:19][CH2:20][N:53]2[CH2:54][CH2:55][CH2:56][N:50]([C:42]3[N:41]([CH2:40][C:38]4[O:39][C:35]([CH2:34][OH:33])=[CH:36][CH:37]=4)[C:45]4[CH:46]=[CH:47][CH:48]=[CH:49][C:44]=4[N:43]=3)[CH2:51][CH2:52]2)([C:13]2[CH:18]=[CH:17][CH:16]=[CH:15][CH:14]=2)[CH2:9]1)=[O:7].